Task: describe an organic reaction: reactants, conditions, products, and yield. Dataset: the Open Reaction Database (ORD), a public repository of structured organic reaction records Reactants: C(C1=CC=CC=C1)OC=1C=C(C=CC1C=CC=1SC=CC1)N(CCCC)CCCC ([3-benzyloxy-4-[2-(thiophene-2-yl)vinyl]phenyl]dibutyl amine), O (water), C(Cl)(Cl)Cl (chloroform), C(#N)C(=C(C#N)C#N)C#N (tetracyanoethylene). The solvent is CN(C=O)C (N,N-dimethylformamide), CN(C=O)C (N,N-dimethylformamide). Run at temperature 40 celsius. The product is C(C1=CC=CC=C1)OC1=C(C=CC(=C1)N(CCCC)CCCC)C=CC1=CC=C(S1)C(C#N)=C(C#N)C#N (2-[5-[2-(2-benzyloxy-4-dibutylaminophenyl)vinyl]thiophene-2-yl]-3-cyano-2-butenedinitrile). Yield: 31.7%. Reaction SMILES: [C:1]([C:3]([C:9]#[N:10])=[C:4]([C:7]#[N:8])[C:5]#[N:6])#N.[CH2:11]([O:18][C:19]1[CH:20]=[C:21]([N:32]([CH2:37][CH2:38][CH2:39][CH3:40])[CH2:33][CH2:34][CH2:35][CH3:36])[CH:22]=[CH:23][C:24]=1[CH:25]=[CH:26][C:27]1[S:28]C=[CH:30][CH:31]=1)[C:12]1[CH:17]=[CH:16][CH:15]=[CH:14][CH:13]=1.O.C(Cl)(Cl)Cl>CN(C)C=O>[CH2:11]([O:18][C:19]1[CH:20]=[C:21]([N:32]([CH2:37][CH2:38][CH2:39][CH3:40])[CH2:33][CH2:34][CH2:35][CH3:36])[CH:22]=[CH:23][C:24]=1[CH:25]=[CH:26][C:27]1[S:28][C:1]([C:3](=[C:4]([C:7]#[N:8])[C:5]#[N:6])[C:9]#[N:10])=[CH:30][CH:31]=1)[C:12]1[CH:13]=[CH:14][CH:15]=[CH:16][CH:17]=1. Procedure details: In 3 ml of N,N-dimethylformamide, 0.13 g (1.01 mmol) of tetracyanoethylene was dissolved. With stirring under ice cooling, 0.4 g (0.95 mmol) of [3-benzyloxy-4-[2-(thiophene-2-yl)vinyl]phenyl]dibutyl amine was dissolved in 1 ml of N,N-dimethylformamide and added dropwise. The mixture was stirred for 40 minutes and further stirred with heating at 40° C. overnight. After the reaction mixture was poured into 100 ml of water, extraction with chloroform, washing with a saturated saline solution, dryin...